This data is from the Open Reaction Database (ORD), a public repository of structured organic reaction records. The task is: describe an organic reaction: reactants, conditions, products, and yield Reactants: C1(=CC=CC=C1)C1NCCC=2C3=CC=CC=C3NC12 (1-phenyl-2,3,4,9-tetrahydro-1H-beta-carboline), FC=1C=C(C(=O)Cl)C=CC1F (3,4-difluorobenzoyl chloride), TEA. Solvent: ClCCCl (DCE). Conditions: temperature 55 celsius, time 16 hour. Yields the product FC=1C=C(C=CC1F)C(=O)N1C(C=2NC3=CC=CC=C3C2CC1)C1=CC=CC=C1 ((3,4-Difluorophenyl)-(1-phenyl-1,3,4,9-tetrahydrobeta-carbolin-2-yl)-methanone). The yield is 35.6%. RXN SMILES: [C:1]1([CH:7]2[C:19]3[NH:18][C:17]4[C:12](=[CH:13][CH:14]=[CH:15][CH:16]=4)[C:11]=3[CH2:10][CH2:9][NH:8]2)[CH:6]=[CH:5][CH:4]=[CH:3][CH:2]=1.[F:20][C:21]1[CH:22]=[C:23]([CH:27]=[CH:28][C:29]=1[F:30])[C:24](Cl)=[O:25]>ClCCCl>[F:20][C:21]1[CH:22]=[C:23]([C:24]([N:8]2[CH2:9][CH2:10][C:11]3[C:12]4[C:17](=[CH:16][CH:15]=[CH:14][CH:13]=4)[NH:18][C:19]=3[CH:7]2[C:1]2[CH:2]=[CH:3][CH:4]=[CH:5][CH:6]=2)=[O:25])[CH:27]=[CH:28][C:29]=1[F:30]. Procedure: The title compound was prepared by the addition of 1-phenyl-2,3,4,9-tetrahydro-1H-beta-carboline (95 mg, 383 μmol), DCE (5 mL), 3,4-difluorobenzoyl chloride (88 mg, 498 μmol), and TEA (1.0 mL) to a 25 mL flask. The solution was allowed to stir at 55° C. for 16 hours. The reaction solution was concentrated, and the crude sample was chromatographed (SiO2, 100% hexane to 25% EtOAc) to yield 53 mg of title compound; 1H NMR (CDCl3) δ 8.02 (1H, br s), 7.53 (1H, d), 7.30-7.33 (6H, m), 7.15-7.23 (5H, m)... The reactants are NC=1C2=CC=CC=C2N=C2CC(CC(C12)=O)[Si](C)(C)C1=CC=CC=C1 (9-amino-3,4-dihydro-3-(phenyldimethylsilyl)acridin-1(2H)-one), F[B-](F)(F)F.[H+] (tetrafluoroboric acid), C([O-])([O-])=O.[K+].[K+] (potassium carbonate). Solvent: ClCCl (dichloromethane). Reaction conditions: time 8 hour. Yields the product NC=1C2=CC=CC=C2N=C2CC(CC(C12)=O)[Si](C)(C)F (9-Amino-3,4-dihydro-3-(fluorodimethylsilyl)acridin-1(2H)-one). The yield is 90.0%. As a reaction SMILES: [NH2:1][C:2]1[C:3]2[C:8]([N:9]=[C:10]3[C:15]=1[C:14](=[O:16])[CH2:13][CH:12]([Si:17]([C:20]1C=CC=CC=1)(C)[CH3:18])[CH2:11]3)=[CH:7][CH:6]=[CH:5][CH:4]=2.[F:26][B-](F)(F)F.[H+].C(=O)([O-])[O-].[K+].[K+]>ClCCl>[NH2:1][C:2]1[C:3]2[C:8]([N:9]=[C:10]3[C:15]=1[C:14](=[O:16])[CH2:13][CH:12]([Si:17]([F:26])([CH3:20])[CH3:18])[CH2:11]3)=[CH:7][CH:6]=[CH:5][CH:4]=2 |f:1.2,3.4.5|. Procedure details: A mixture of 9-amino-3,4-dihydro-3-(phenyldimethylsilyl)acridin-1(2H)-one (5.0 g), dichloromethane (80 ml) and tetrafluoroboric acid etherate (25 ml) was stirred overnight at ambient temperature. The reaction mixture was poured into saturated potassium carbonate solution and extracted with ethyl acetate. The suspension was filtered through celite and the organic phase was separated. The aqueous phase was extracted with ethyl acetate and the combined organic phases were dried over anhydrous magne... Starting materials: CCN(CC)C1=CC2=C(C=C1)C(=CC(=O)O2)C (coumarin-1). The reagents and catalysts are [Pd] (Pd/C). Run in C(C)(=O)OCC (ethyl acetate). Run at time 6 hour. Product: O1C(=O)CCC2=CC=CC=C12 (3,4 -dihydrocoumarin). The yield is 156.3%. RXN SMILES: CCN([C:6]1[CH:11]=[CH:10][C:9]2[C:12](C)=[CH:13][C:14]([O:16][C:8]=2[CH:7]=1)=[O:15])CC>C(OCC)(=O)C.[Pd]>[O:16]1[C:8]2[C:9](=[CH:10][CH:11]=[CH:6][CH:7]=2)[CH2:12][CH2:13][C:14]1=[O:15]. Procedure details: A solution of coumarin-1 (11.0 g, 47.5 mmol) in ethyl acetate (150 mL) was treated with 10% Pd/C (100 mg) in a parr bottle. The suspension was then hydrogenated at 80 psi and 80° C. for 6 hours. The suspension was filtered through a bed of celite to remove the Pd/C, and the celite bed washed with warm ethyl acetate (100 mL). The filtrate was concentrated and dried under vacuo to yield 11.0 g (100%) of the 3,4 -dihydrocoumarin (2) as an oil; Starting materials: CC1(CCNCC1)N1CCC(CC1)N1C(N[C@@H]2[C@@H]1CCCC2)=O ((3aS,7aS)-3-[1-(4-methyl-4-piperidyl)-4-piperidyl]-3a,4,5,6,7,7a-hexahydro-1H-benzimidazol-2-one), C(CC)(=O)Cl (propanoyl chloride). The product is CC1(CCN(CC1)C(CC)=O)N1CCC(CC1)N1C(N[C@@H]2[C@@H]1CCCC2)=O ((3aS,7aS)-3-[1-(4-methyl-1-propanoyl-4-piperidyl)-4-piperidyl]-3a,4,5,6,7,7a-hexahydro-1H-benzimidazol-2-one). The yield is 51.7%. Reaction SMILES: [CH3:1][C:2]1([N:8]2[CH2:13][CH2:12][CH:11]([N:14]3[C@H:18]4[CH2:19][CH2:20][CH2:21][CH2:22][C@@H:17]4[NH:16][C:15]3=[O:23])[CH2:10][CH2:9]2)[CH2:7][CH2:6][NH:5][CH2:4][CH2:3]1.[C:24](Cl)(=[O:27])[CH2:25][CH3:26]>>[CH3:1][C:2]1([N:8]2[CH2:13][CH2:12][CH:11]([N:14]3[C@H:18]4[CH2:19][CH2:20][CH2:21][CH2:22][C@@H:17]4[NH:16][C:15]3=[O:23])[CH2:10][CH2:9]2)[CH2:7][CH2:6][N:5]([C:24](=[O:27])[CH2:25][CH3:26])[CH2:4][CH2:3]1. Procedure: Following the procedure used in Step H of example 14 and starting from (3aS,7aS)-3-[1-(4-methyl-4-piperidyl)-4-piperidyl]-3a,4,5,6,7,7a-hexahydro-1H-benzimidazol-2-one (HCl salt, 1.5 g, 3.8 mmol) and propanoyl chloride (0.43 mL, 4.89 mmol), the title compound (740 mg, 51.7%) was obtained after purification by flash chromatography (4% MeOH in dichloromethane). 1H NMR (400 MHz, CHLOROFORM-D) δ ppm 0.96 (s, 3H), 1.18 (t, 3H), 1.3-1.5 (m, 6H), 1.4-1.9 (m, 8H), 1.92-2.02 (m, 1H), 2.1-2.3 (m, 3H), 2.3... Reactants: ClCCOC1=NNC2=NC=NC(=C21)NC2=CC(=C(C=C2)OC=2C=NC(=CC2)C)Cl (3-(2-chloroethoxy)-N-{3-chloro-4-[(6-methylpyridin-3-yl)oxy]phenyl}-1H-pyrazolo[3,4-d]pyrimidin-4-amine), FC1CCNCC1 (4-fluoropiperidine). Product: ClC=1C=C(C=CC1OC=1C=NC(=CC1)C)NC1=C2C(=NC=N1)NN=C2OCCN2CCC(CC2)F (N-{3-chloro-4-[(6-methylpyridin-3-yl)oxy]phenyl}-3-[2-(4-fluoropiperidin-1-yl)ethoxy]-1H-pyrazolo[3,4-d]pyrimidin-4-amine). Isolated yield 43.0%. As a reaction SMILES: Cl[CH2:2][CH2:3][O:4][C:5]1[C:13]2[C:8](=[N:9][CH:10]=[N:11][C:12]=2[NH:14][C:15]2[CH:20]=[CH:19][C:18]([O:21][C:22]3[CH:23]=[N:24][C:25]([CH3:28])=[CH:26][CH:27]=3)=[C:17]([Cl:29])[CH:16]=2)[NH:7][N:6]=1.[F:30][CH:31]1[CH2:36][CH2:35][NH:34][CH2:33][CH2:32]1>>[Cl:29][C:17]1[CH:16]=[C:15]([NH:14][C:12]2[N:11]=[CH:10][N:9]=[C:8]3[NH:7][N:6]=[C:5]([O:4][CH2:3][CH2:2][N:34]4[CH2:35][CH2:36][CH:31]([F:30])[CH2:32][CH2:33]4)[C:13]=23)[CH:20]=[CH:19][C:18]=1[O:21][C:22]1[CH:23]=[N:24][C:25]([CH3:28])=[CH:26][CH:27]=1. Procedure: The procedure described in Example 23 was repeated using 3-(2-chloroethoxy)-N-{3-chloro-4-[(6-methylpyridin-3-yl)oxy]phenyl}-1H-pyrazolo[3,4-d]pyrimidin-4-amine (prepared as described in Example 16) and 4-fluoropiperidine to give the title compound in 43% yield; NMR Spectrum: 1.66-1.70 (m, 2H), 1.80-1.87 (m, 2H), 2.41-2.44 (m, 2H), 2.45 (s, 3H), 2.64-2.68 (m, 2H), 2.83 (t, 2H), 4.44 (t, 2H), 4.65 (dm, 1H), 7.20 (d, 1H), 7.25 (br s, 2H), 7.73 (d, 1H), 8.11 (s, 1H), 8.21 (s, 1H), 8.36 (s, 1H), 8.6...